This data is from the Open Reaction Database (ORD), a public repository of structured organic reaction records. The task is: describe an organic reaction: reactants, conditions, products, and yield RXN SMILES: [N:1]1SC=C2C=CC=CC=12.N1SC(C(=O)C(O)=O)=C2N=CC=CC=12.[N:24]1[S:25][CH:26]=[C:27]2[CH:32]=[CH:31][CH:30]=[N:29][C:28]=12.NC1N=CC=CC=1C#N.N.S>>[NH2:24][C:28]1[N:29]=[CH:30][CH:31]=[CH:32][C:27]=1[C:26]([NH2:1])=[S:25]. Procedure: Scheme I-19 depicts the preparation of isothiazolobenzene or isothiazolopyridine glyoxylic acid derivatives which may be employed to prepare compounds of formula I. 3-methyl isothiazolopyridines can be prepared as depicted in step a by using methodology as described in Taurins, A.; Khouw, V. T. Can. J. Chem. 1973, 51(11), 1741-1748. For example Isothiazolo[3,4-b]pyridine was synthesized from 2-aminonicotinonitrile in three steps: by the reaction with NH3 and H2S to produce 2-aminothionicotinamid... The solvent is Taurins. Reactants: N=1SC=C2C1N=CC=C2 (Isothiazolo[3,4-b]pyridine), N=1SC=C2C1C=CC=C2 (isothiazolobenzene), N=1SC(=C2C1C=CC=N2)C(C(=O)O)=O (isothiazolopyridine glyoxylic acid), N (NH3), S (H2S), 3-methyl isothiazolopyridines, NC1=C(C#N)C=CC=N1 (2-aminonicotinonitrile). The product is NC1=C(C(=S)N)C=CC=N1 (2-aminothionicotinamide).